This data is from the Open Reaction Database (ORD), a public repository of structured organic reaction records. The task is: describe an organic reaction: reactants, conditions, products, and yield Reactants: [N+](=O)([O-])C=1C=C(C=CC1)C(=O)C1=CC=C(C=C1)OC (4-methoxyphenyl 3-nitrophenyl ketone), COC1=CC=C(C=C1)[C@@H](C)N ((R)-1-(4-methoxyphenyl)ethylamine). The product is COC1=CC=C(C=C1)[C@@H](C)NC(C1=CC(=CC=C1)[N+](=O)[O-])C1=CC=C(C=C1)OC (N-[(R)-1-(4-Methoxyphenyl)-ethyl]-N-[(4-methoxyphenyl)-(3-nitrophenyl)methyl]amine). As a reaction SMILES: [N+:1]([C:4]1[CH:5]=[C:6]([C:10]([C:12]2[CH:17]=[CH:16][C:15]([O:18][CH3:19])=[CH:14][CH:13]=2)=O)[CH:7]=[CH:8][CH:9]=1)([O-:3])=[O:2].[CH3:20][O:21][C:22]1[CH:27]=[CH:26][C:25]([C@H:28]([NH2:30])[CH3:29])=[CH:24][CH:23]=1>>[CH3:20][O:21][C:22]1[CH:27]=[CH:26][C:25]([C@H:28]([NH:30][CH:10]([C:12]2[CH:17]=[CH:16][C:15]([O:18][CH3:19])=[CH:14][CH:13]=2)[C:6]2[CH:7]=[CH:8][CH:9]=[C:4]([N+:1]([O-:3])=[O:2])[CH:5]=2)[CH3:29])=[CH:24][CH:23]=1. Reported procedure: Following a similar procedure to that described in Example (1a), 6.00 g of 4-methoxyphenyl 3-nitrophenyl ketone and 5.32 g of (R)-1-(4-methoxyphenyl)ethylamine were reacted, to obtain 8.83 of the title compound as a pale yellow oil.